From a dataset of the Open Reaction Database (ORD), a public repository of structured organic reaction records. describe an organic reaction: reactants, conditions, products, and yield Starting materials: C(C)(C)(C)OC(=O)N1CC(C(CC1)N1N=CC(=C1)C=1C(=C2CC[C@@H](N(C2=CC1)C(=O)OC)C)OC1CCC1)OC ((2S)-methyl 6-(1-(1-(tert-butoxycarbonyl)-3-methoxypiperidin-4-yl)-1H-pyrazol-4-yl)-5-cyclobutoxy-2-methyl-3,4-dihydroquinoline-1(2H)-carboxylate), C=O (formaldehyde). The product is C1(CCC1)OC1=C2CC[C@@H](N(C2=CC=C1C=1C=NN(C1)C1C(CN(CC1)C)OC)C(=O)OC)C ((2S)-Methyl 5-cyclobutoxy-6-(1-(3-methoxy-1-methylpiperidin-4-yl)-1H-pyrazol-4-yl)-2-methyl-3,4-dihydroquinoline-1(2H)-carboxylate). Reaction SMILES: C(O[C:6]([N:8]1[CH2:13][CH2:12][CH:11]([N:14]2[CH:18]=[C:17]([C:19]3[C:20]([O:34][CH:35]4[CH2:38][CH2:37][CH2:36]4)=[C:21]4[C:26](=[CH:27][CH:28]=3)[N:25]([C:29]([O:31][CH3:32])=[O:30])[C@@H:24]([CH3:33])[CH2:23][CH2:22]4)[CH:16]=[N:15]2)[CH:10]([O:39][CH3:40])[CH2:9]1)=O)(C)(C)C.C=O>>[CH:35]1([O:34][C:20]2[C:19]([C:17]3[CH:16]=[N:15][N:14]([CH:11]4[CH2:12][CH2:13][N:8]([CH3:6])[CH2:9][CH:10]4[O:39][CH3:40])[CH:18]=3)=[CH:28][CH:27]=[C:26]3[C:21]=2[CH2:22][CH2:23][C@H:24]([CH3:33])[N:25]3[C:29]([O:31][CH3:32])=[O:30])[CH2:36][CH2:37][CH2:38]1. Procedure details: (2S)-Methyl 5-cyclobutoxy-6-(1-(3-methoxy-1-methylpiperidin-4-yl)-1H-pyrazol-4-yl)-2-methyl-3,4-dihydroquinoline-1(2H)-carboxylate was synthesized from (2S)-methyl 6-(1-(1-(tert-butoxycarbonyl)-3-methoxypiperidin-4-yl)-1H-pyrazol-4-yl)-5-cyclobutoxy-2-methyl-3,4-dihydroquinoline-1(2H)-carboxylate and formaldehyde according to the procedure outlined above for Example 40. 1H NMR (300 MHz, CD3OD) δ ppm 1.19 (d, J=6.00 Hz, 3H), 1.20-1.50 (m, 2H), 1.55-1.85 (m, 1H), 2.01-2.22 (m, 4H), 2.22-2.68 (m, 4... Reactants: O1[C@H]2[C@@H]1C[C@@H]1CC[C@H]3[C@@H]4CC[C@H](C(C)=O)[C@]4(CC[C@@H]3[C@]1(C2)C)C (2α,3α-Epoxy-5α-pregnan-20-one), C(C)O (ethanol), C(C)O (ethanol), C([O-])(O)=O.[Na+] (sodium bicarbonate). Reagents/catalysts: S(O)(O)(=O)=O (sulfuric acid). Conditions: time 30 minute. The product is C(C)O[C@@H]1[C@H](C[C@@H]2CC[C@H]3[C@@H]4CC[C@H](C(C)=O)[C@]4(CC[C@@H]3[C@]2(C1)C)C)O (2β-Ethoxy-3α-hydroxy-5α-pregnan-20-one). Yield: 40.0%. As a reaction SMILES: [O:1]1[C@H:3]2[CH2:4][C@H:5]3[C@:20]([CH3:22])([CH2:21][C@@H:2]12)[C@@H:19]1[C@H:8]([C@H:9]2[C@:16]([CH3:23])([CH2:17][CH2:18]1)[C@@H:12]([C:13](=[O:15])[CH3:14])[CH2:11][CH2:10]2)[CH2:7][CH2:6]3.C(=O)(O)[O-].[Na+].[CH2:29]([OH:31])[CH3:30]>S(=O)(=O)(O)O>[CH2:29]([O:31][C@H:2]1[CH2:21][C@@:20]2([CH3:22])[C@@H:5]([CH2:6][CH2:7][C@@H:8]3[C@@H:19]2[CH2:18][CH2:17][C@@:16]2([CH3:23])[C@H:9]3[CH2:10][CH2:11][C@@H:12]2[C:13](=[O:15])[CH3:14])[CH2:4][C@@H:3]1[OH:1])[CH3:30] |f:1.2|. Procedure: 2α,3α-Epoxy-5α-pregnan-20-one (180 mg) was dissolved in 20 mL of absolute ethanol and cooled to °C. and added to a cold 1.0 mL ethanol solution containing 3-drops of concentrated sulfuric acid. This reaction mixture was stirred for 30 minutes at this temperature and an additional 30 minutes at room temperature, poured into 20% sodium bicarbonate solution and washed several times with chloroform. The combined organic phase was dried over potassium carbonate and concentrated and purified by prepar... Starting materials: ClCl (chlorine), C30H28ClN5O2, CC=1C=C(C(=O)O)C=CC1C(=O)N1CCCC1 (3-methyl-4-(pyrrolidin-1-ylcarbonyl)benzoic acid), CN(C)C(=[N+](C)C)ON1C2=C(C=CC=C2)N=N1.[B-](F)(F)(F)F (TBTU), C(C)(C)N(CC)C(C)C (diisopropylethylamine), ClC1=CC2=C(NC(=N2)[C@H](CC2=CNC3=CC=CC=C23)N)C=C1 ((1S)-1-(5-chloro-1H-benzimidazol-2-yl)-2-(1H-indol-3-yl)ethylamine). The solvent is ClCCl.C(C)O (dichloromethane ethanol), O1CCCC1 (tetrahydrofuran). Product: ClC1=CC2=C(NC(=N2)[C@H](CC2=CNC3=CC=CC=C23)NC(C2=CC(=C(C=C2)C(=O)N2CCCC2)C)=O)C=C1 (N-[(1S)-1-(5-chloro-1H-benzimidazol-2-yl)-2-(1H-indol-3-yl)ethyl]-3-methyl-4-(pyrrolidin 1-ylcarbonyl)benzamide). Reaction SMILES: [CH3:1][C:2]1[CH:3]=[C:4]([CH:8]=[CH:9][C:10]=1[C:11]([N:13]1[CH2:17][CH2:16][CH2:15][CH2:14]1)=[O:12])[C:5]([OH:7])=O.CN(C(ON1N=NC2C=CC=CC1=2)=[N+](C)C)C.[B-](F)(F)(F)F.C(N(C(C)C)CC)(C)C.[Cl:49][C:50]1[CH:70]=[CH:69][C:53]2[NH:54][C:55]([C@@H:57]([NH2:68])[CH2:58][C:59]3[C:67]4[C:62](=[CH:63][CH:64]=[CH:65][CH:66]=4)[NH:61][CH:60]=3)=[N:56][C:52]=2[CH:51]=1.ClCl>O1CCCC1.ClCCl.C(O)C>[Cl:49][C:50]1[CH:70]=[CH:69][C:53]2[NH:54][C:55]([C@@H:57]([NH:68][C:5](=[O:7])[C:4]3[CH:8]=[CH:9][C:10]([C:11]([N:13]4[CH2:17][CH2:16][CH2:15][CH2:14]4)=[O:12])=[C:2]([CH3:1])[CH:3]=3)[CH2:58][C:59]3[C:67]4[C:62](=[CH:63][CH:64]=[CH:65][CH:66]=4)[NH:61][CH:60]=3)=[N:56][C:52]=2[CH:51]=1 |f:1.2,7.8|. Reported procedure: Prepared analogously to Example 1g from 3-methyl-4-(pyrrolidin-1-ylcarbonyl)benzoic acid, TBTU, diisopropylethylamine, and (1S)-1-(5-chloro-1H-benzimidazol-2-yl)-2-(1H-indol-3-yl)ethylamine in tetrahydrofuran. Yield: %; Rf value: 0.48 (silica gel: dichloromethane/ethanol=9:1); C30H28ClN5O2 (526.04); mass spectrum: (M+H)+=526/528(chlorine isotope). Reactants: Br, COc1ccc(CC(C)NCCCc2ccccc2)cc1. Product: Br, CC(Cc1ccc(O)cc1)NCCCc1ccccc1. As a reaction SMILES: [BrH:22].[c:1]1([CH2:7][CH2:8][CH2:9][NH:10][CH:11]([CH2:12][c:13]2[cH:14][cH:15][c:16]([O:19][CH3:20])[cH:17][cH:18]2)[CH3:21])[cH:2][cH:3][cH:4][cH:5][cH:6]1>>[BrH:22].[c:1]1([CH2:7][CH2:8][CH2:9][NH:10][CH:11]([CH2:12][c:13]2[cH:14][cH:15][c:16]([OH:19])[cH:17][cH:18]2)[CH3:21])[cH:2][cH:3][cH:4][cH:5][cH:6]1. Starting materials: COCCCOC1=C(C(=NC=C1)CSC1=NC2=C(N1)C=CC=C2)C (2-[[[4-(3-methoxy-propoxy)-3-methyl-2-pyridinyl]methyl]thio]-1H-benzimidazole), [O-]S(=O)(=S)[O-].[Na+].[Na+] (Na2S2O3), Na2WO4·2H2O, C(C)(=O)O (acetic acid), [OH-].[Na+] (NaOH). Run in OO (H2O2), CO (methanol), O (water), O (water). Reaction conditions: time 30 minute. The product is CC1=C(C=CN=C1C[S+](C=2NC=3C=CC=CC3N2)[O-])OCCCOC (Rabeprazole). Isolated yield 88.0%. As a reaction SMILES: [CH3:1][O:2][CH2:3][CH2:4][CH2:5][O:6][C:7]1[CH:12]=[CH:11][N:10]=[C:9]([CH2:13][S:14][C:15]2[NH:19][C:18]3[CH:20]=[CH:21][CH:22]=[CH:23][C:17]=3[N:16]=2)[C:8]=1[CH3:24].[OH-].[Na+].[O-:27]S([O-])(=S)=O.[Na+].[Na+].C(O)(=O)C>CO.O.OO>[CH3:24][C:8]1[C:9]([CH2:13][S+:14]([O-:27])[C:15]2[NH:19][C:18]3[CH:20]=[CH:21][CH:22]=[CH:23][C:17]=3[N:16]=2)=[N:10][CH:11]=[CH:12][C:7]=1[O:6][CH2:5][CH2:4][CH2:3][O:2][CH3:1] |f:1.2,3.4.5|. Reported procedure: 2 g of 2-[[[4-(3-methoxy-propoxy)-3-methyl-2-pyridinyl]methyl]thio]-1H-benzimidazole was suspended in 36 ml of methanol at room temperature, to which 1.93 g of45% NaOH in 14 ml water was added while stirring. 0.09 g of Na2WO4·2H2O oxidation catalyst was dissolved in 0.66 g H2O2 (50% aqueous solution), and further diluted with 10 ml of water. The oxidant/catalyst solution was added to the reactant/base solution dropwise so that the addition was completed in about 30 minutes while stirring at room... Reactants: BrC1=CC=C(C=C1)C=1N=C(SC1)N(C)CC(=O)OC (methyl N-[4-(4-bromophenyl)-2-thiazolyl]-N-methylamino-acetate), C(C)(C)(C)OC(N(C)C)N(C)C (t-butoxy-bis-(dimethylamino)-methane), ice water. The product is BrC1=CC=C(C=C1)C=1N=C(SC1)N(C)C(C(=O)OC)=CN(C)C (methyl 2-{N-[4-(4-bromophenyl)-2-thiazolyl]-N-methylamino}-3-dimethylaminoacrylate). Isolated yield 88.6%. As a reaction SMILES: [Br:1][C:2]1[CH:7]=[CH:6][C:5]([C:8]2[N:9]=[C:10]([N:13]([CH2:15][C:16]([O:18][CH3:19])=[O:17])[CH3:14])[S:11][CH:12]=2)=[CH:4][CH:3]=1.C(O[CH:25](N(C)C)[N:26]([CH3:28])[CH3:27])(C)(C)C>>[Br:1][C:2]1[CH:3]=[CH:4][C:5]([C:8]2[N:9]=[C:10]([N:13]([C:15](=[CH:25][N:26]([CH3:28])[CH3:27])[C:16]([O:18][CH3:19])=[O:17])[CH3:14])[S:11][CH:12]=2)=[CH:6][CH:7]=1. Procedure details: 17 g (0.04982 mol) of methyl N-[4-(4-bromophenyl)-2-thiazolyl]-N-methylamino-acetate and 17.4 g (0.1078 mol) of t-butoxy-bis-(dimethylamino)-methane are stirred for 6 hours at 100° C., the mixture is cooled, treated with ice-water and stirred for a few hours at room temperature, and precipitated crystals are filtered off with suction and dried. 17.5 g (89% of theory) of methyl 2-{N-[4-(4-bromophenyl)-2-thiazolyl]-N-methylamino}-3-dimethylaminoacrylate of melting point 184°-185° C. are obtained. Reactants: COC(=O)C(N)(Cc1ccc(-c2ccccc2OC)cc1)C(=O)OC(C)(C)C, O. Yields the product COc1ccccc1-c1ccc(CC(N)(C(=O)O)C(=O)OC(C)(C)C)cc1. Reaction SMILES: [CH3:1][O:2][C:3]([C:4]([CH2:5][c:6]1[cH:7][cH:8][c:9](-[c:12]2[c:13]([O:18][CH3:19])[cH:14][cH:15][cH:16][cH:17]2)[cH:10][cH:11]1)([C:20](=[O:21])[O:22][C:23]([CH3:24])([CH3:25])[CH3:26])[NH2:27])=[O:28].[OH2:29]>>[O:2]=[C:3]([C:4]([CH2:5][c:6]1[cH:7][cH:8][c:9](-[c:12]2[c:13]([O:18][CH3:19])[cH:14][cH:15][cH:16][cH:17]2)[cH:10][cH:11]1)([C:20](=[O:21])[O:22][C:23]([CH3:24])([CH3:25])[CH3:26])[NH2:27])[OH:28]. The reactants are O=C([O-])[O-], COc1cc2c(Cl)cnnc2cc1OCc1ccccc1, [Cs+], [Cs+], Cc1cc2c(F)c(O)ccc2[nH]1, CN(C)C=O. Yields the product COc1cc2c(Oc3ccc4[nH]c(C)cc4c3F)cnnc2cc1OCc1ccccc1. As a reaction SMILES: [C:34](=[O:35])([O-:36])[O-:37].[CH2:1]([c:2]1[cH:3][cH:4][cH:5][cH:6][cH:7]1)[O:8][c:9]1[c:10]([O:20][CH3:21])[cH:11][c:12]2[c:13]([Cl:19])[cH:14][n:15][n:16][c:17]2[cH:18]1.[Cs+:38].[Cs+:39].[F:22][c:23]1[c:24]2[cH:25][c:26]([CH3:33])[nH:27][c:28]2[cH:29][cH:30][c:31]1[OH:32].[O:40]=[CH:41][N:42]([CH3:43])[CH3:44]>>[CH2:1]([c:2]1[cH:3][cH:4][cH:5][cH:6][cH:7]1)[O:8][c:9]1[c:10]([O:20][CH3:21])[cH:11][c:12]2[c:13]([O:32][c:31]3[c:23]([F:22])[c:24]4[cH:25][c:26]([CH3:33])[nH:27][c:28]4[cH:29][cH:30]3)[cH:14][n:15][n:16][c:17]2[cH:18]1.